Task: describe an organic reaction: reactants, conditions, products, and yield. Dataset: the Open Reaction Database (ORD), a public repository of structured organic reaction records Reactants: CC(C)(C)OC(=O)NC(CC1CC1)C(=O)N1CCCC1C(=O)NCc1cc(F)ccc1-n1cncn1, CCOC(C)=O, CCOC(C)=O, Cl. The product is NC(CC1CC1)C(=O)N1CCCC1C(=O)NCc1cc(F)ccc1-n1cncn1. As a reaction SMILES: [C:1]([O:2][C:3](=[O:4])[NH:8][CH:9]([CH2:10][CH:11]1[CH2:12][CH2:13]1)[C:14](=[O:15])[N:16]1[CH:17]([C:18](=[O:19])[NH:20][CH2:21][c:22]2[c:23](-[n:29]3[n:30][cH:31][n:32][cH:33]3)[cH:24][cH:25][c:26]([F:28])[cH:27]2)[CH2:34][CH2:35][CH2:36]1)([CH3:5])([CH3:6])[CH3:7].[CH3:38][CH2:39][O:40][C:41]([CH3:42])=[O:43].[CH3:44][CH2:45][O:46][C:47]([CH3:48])=[O:49].[ClH:37]>>[NH2:8][CH:9]([CH2:10][CH:11]1[CH2:12][CH2:13]1)[C:14](=[O:15])[N:16]1[CH:17]([C:18](=[O:19])[NH:20][CH2:21][c:22]2[c:23](-[n:29]3[n:30][cH:31][n:32][cH:33]3)[cH:24][cH:25][c:26]([F:28])[cH:27]2)[CH2:34][CH2:35][CH2:36]1. The reactants are COC1=C(CN(C(=O)C=2C(N(C3=CC=CC=C3C2OP(=O)(CC)CC)C)=O)C2=CC=CC=C2)C=CC(=C1)OC (N-(2,4-dimethoxybenzyl)-N-phenyl-4-diethylphosphoryloxy-1,2-dihydro-1-methyl-2-oxo-quinoline-3-carboxamide), [N+](=O)([O-])[O-].[NH4+].[Ce] (cerium ammonium nitrate), CC#N (MeCN). Conditions: time 1 hour. The product is C1(=CC=CC=C1)NC(=O)C=1C(N(C2=CC=CC=C2C1OP(=O)(CC)CC)C)=O (N-phenyl-4-diethylphosphoryloxy-1,2-dihydro-1-methyl-2-oxo-quinoline-3-carboxamide). The yield is 51.3%. RXN SMILES: COC1C=C(OC)C=CC=1C[N:6]([C:28]1[CH:33]=[CH:32][CH:31]=[CH:30][CH:29]=1)[C:7]([C:9]1[C:10](=[O:27])[N:11]([CH3:26])[C:12]2[C:17]([C:18]=1[O:19][P:20]([CH2:24][CH3:25])([CH2:22][CH3:23])=[O:21])=[CH:16][CH:15]=[CH:14][CH:13]=2)=[O:8].[N+]([O-])([O-])=O.[NH4+].[Ce].CC#N>>[C:28]1([NH:6][C:7]([C:9]2[C:10](=[O:27])[N:11]([CH3:26])[C:12]3[C:17]([C:18]=2[O:19][P:20]([CH2:24][CH3:25])([CH2:22][CH3:23])=[O:21])=[CH:16][CH:15]=[CH:14][CH:13]=3)=[O:8])[CH:29]=[CH:30][CH:31]=[CH:32][CH:33]=1 |f:1.2.3|. Reported procedure: N-(2,4-dimethoxybenzyl)-N-phenyl-4-diethylphosphoryloxy-1,2-dihydro-1-methyl-2-oxo-quinoline-3-carboxamide (125 mg, 0.22 mmol) was added to a solution of cerium ammonium nitrate in 95% aq. MeCN (0.50 mmol, 0.1 M, 5.0 mL). The reaction mixture was stirred at room temperature for 1 h, concentrated at reduced pressure, and then partitioned between EtOAc and water. The organic phase was washed with water and brine, dried (Na2SO4), and concentrated at reduced pressure. The residue was purified by sil...